From a dataset of the Open Reaction Database (ORD), a public repository of structured organic reaction records. describe an organic reaction: reactants, conditions, products, and yield The reactants are O=[N+]([O-])c1cc(CBr)ccc1-c1nc2ccc(C3(c4ccccc4)CC3)nc2s1, CCN(C(C)C)C(C)C, Cl, COC(=O)C1CNC1, [Na+], O=C([O-])O, CN(C)C=O. Product: COC(=O)C1CN(Cc2ccc(-c3nc4ccc(C5(c6ccccc6)CC5)nc4s3)c([N+](=O)[O-])c2)C1. As a reaction SMILES: [Br:1][CH2:2][c:3]1[cH:4][c:5]([N+:27](=[O:28])[O-:29])[c:6](-[c:9]2[s:10][c:11]3[n:12][c:13]([C:18]4([c:21]5[cH:22][cH:23][cH:24][cH:25][cH:26]5)[CH2:19][CH2:20]4)[cH:14][cH:15][c:16]3[n:17]2)[cH:7][cH:8]1.[CH:39]([N:40]([CH2:41][CH3:42])[CH:43]([CH3:44])[CH3:45])([CH3:46])[CH3:47].[ClH:30].[NH:31]1[CH2:32][CH:33]([C:35](=[O:36])[O:37][CH3:38])[CH2:34]1.[Na+:52].[O-:48][C:49]([OH:50])=[O:51].[O:53]=[CH:54][N:55]([CH3:56])[CH3:57]>>[CH2:2]([c:3]1[cH:4][c:5]([N+:27](=[O:28])[O-:29])[c:6](-[c:9]2[s:10][c:11]3[n:12][c:13]([C:18]4([c:21]5[cH:22][cH:23][cH:24][cH:25][cH:26]5)[CH2:19][CH2:20]4)[cH:14][cH:15][c:16]3[n:17]2)[cH:7][cH:8]1)[N:31]1[CH2:32][CH:33]([C:35](=[O:36])[O:37][CH3:38])[CH2:34]1.